This data is from the Open Reaction Database (ORD), a public repository of structured organic reaction records. The task is: describe an organic reaction: reactants, conditions, products, and yield Reactants: C=CCCBr, CC(C)O, Cc1ccccc1, C[SiH](C)Cl. The product is C[Si](C)(Cl)CCCCBr. RXN SMILES: [Br:1][CH2:2][CH2:3][CH:4]=[CH2:5].[CH3:10][CH:11]([OH:12])[CH3:13].[CH3:14][c:15]1[cH:16][cH:17][cH:18][cH:19][cH:20]1.[CH3:6][SiH:7]([Cl:8])[CH3:9]>>[Br:1][CH2:2][CH2:3][CH2:4][CH2:5][Si:7]([CH3:6])([Cl:8])[CH3:9]. Starting materials: [N-]1C=NC=C1 (imidazolide), S1C=NC=C1 (thiazole), C[Si]([N-][Si](C)(C)C)(C)C.[Li+] (lithium hexamethyldisilazide), N1=CC(=CC=C1)OCC1=CC(=C(C(=O)O)C=C1)C1=CC=CC=C1 (4-(3-pyridyloxymethyl)-2-phenylbenzoic acid), C(=O)(N1C=NC=C1)N1C=NC=C1 (carbonyldiimidazole), COC(=O)C1=C(N=C(S1)N)CC (2-amino-4-ethylthiazole-5-carboxylic acid methyl ester). Run in C1CCOC1 (THF), CN(C)C=O (DMF). Reaction conditions: time 30 minute. Product: C(C)OC(=O)C1=C(N=C(S1)C(C1=C(C=C(C=C1)COC=1C=NC=CC1)C1=CC=CC=C1)=O)CC (2-[4-(pyrid-3-yloxymethyl)-2-phenylbenzoyl]4-ethylthiazole-5-carboxylic acid ethyl ester). Yield: 48.1%. RXN SMILES: [CH3:1][O:2][C:3]([C:5]1[S:9][C:8](N)=[N:7][C:6]=1[CH2:11][CH3:12])=[O:4].C[Si](C)(C)[N-][Si](C)(C)C.[Li+].[N:23]1[CH:28]=[CH:27][CH:26]=[C:25]([O:29][CH2:30][C:31]2[CH:39]=[CH:38][C:34]([C:35](O)=[O:36])=[C:33]([C:40]3[CH:45]=[CH:44][CH:43]=[CH:42][CH:41]=3)[CH:32]=2)[CH:24]=1.[C:46](N1C=CN=C1)(N1C=CN=C1)=O.[N-]1C=CN=C1.S1C=CN=C1>CN(C=O)C.C1COCC1>[CH2:1]([O:2][C:3]([C:5]1[S:9][C:8]([C:35](=[O:36])[C:34]2[CH:38]=[CH:39][C:31]([CH2:30][O:29][C:25]3[CH:24]=[N:23][CH:28]=[CH:27][CH:26]=3)=[CH:32][C:33]=2[C:40]2[CH:45]=[CH:44][CH:43]=[CH:42][CH:41]=2)=[N:7][C:6]=1[CH2:11][CH3:12])=[O:4])[CH3:46] |f:1.2|. Procedure: To a −12° C. solution in DMF (2 mL) of 2-amino-4-ethylthiazole-5-carboxylic acid methyl ester (80 mg, 0.40 mmol), prepared as described in J. Chem. Soc. Perkin 1, 1982, 154, was added lithium hexamethyldisilazide (1.0 M in THF, 0.76 mL, 0.76 mmol) and the resulting yellow solution was stirred for 30 minutes. In a separate flask 4-(3-pyridyloxymethyl)-2-phenylbenzoic acid (101 mg, 0.33 mmol), prepared as in Example 228D and carbonyldiimidazole (60 mg, 0.37 mmol) were dissolved in THF and stirred ... Starting materials: CC(C)(C)[Mg+], [Cl-], CCC(CC(=O)Nc1ccc(C(F)(F)F)cc1)OS(C)(=O)=O, C1CCOC1, C1CCOC1, O. The product is CCC1CC(=O)N1c1ccc(C(F)(F)F)cc1. Reaction SMILES: [C:34]([Mg+:35])([CH3:36])([CH3:37])[CH3:38].[Cl-:33].[F:6][C:7]([c:8]1[cH:9][cH:10][c:11]([NH:14][C:15]([CH2:16][CH:17]([CH2:18][CH3:19])[O:20][S:21]([CH3:22])(=[O:23])=[O:24])=[O:25])[cH:12][cH:13]1)([F:26])[F:27].[O:1]1[CH2:2][CH2:3][CH2:4][CH2:5]1.[O:28]1[CH2:29][CH2:30][CH2:31][CH2:32]1.[OH2:39]>>[F:6][C:7]([c:8]1[cH:9][cH:10][c:11]([N:14]2[C:15](=[O:25])[CH2:16][CH:17]2[CH2:18][CH3:19])[cH:12][cH:13]1)([F:26])[F:27]. The reactants are C(C)(C)(C)OC(=O)N[C@H](C=1C=C(OCC=2OC=C(N2)C(=O)OC)C=CC1)C1=CC=CC=C1 (methyl 2-[[3-[(S)-(tert-butoxycarbonylamino)-phenyl-methyl]phenoxy]methyl]oxazole-4-carboxylate), O.[OH-].[Li+] (lithium hydroxide monohydrate). Run in C1CCOC1 (THF), CO (methanol), O (water). Reaction conditions: time 18 hour. Product: C(C)(C)(C)OC(=O)N[C@H](C=1C=C(OCC=2OC=C(N2)C(=O)O)C=CC1)C1=CC=CC=C1 (2-[[3-[(S)-(tert-butoxycarbonylamino)-phenyl-methyl]phenoxy]methyl]oxazole-4-carboxylic acid). The yield is 95.0%. RXN SMILES: [C:1]([O:5][C:6]([NH:8][C@@H:9]([C:27]1[CH:32]=[CH:31][CH:30]=[CH:29][CH:28]=1)[C:10]1[CH:11]=[C:12]([CH:24]=[CH:25][CH:26]=1)[O:13][CH2:14][C:15]1[O:16][CH:17]=[C:18]([C:20]([O:22]C)=[O:21])[N:19]=1)=[O:7])([CH3:4])([CH3:3])[CH3:2].O.[OH-].[Li+]>C1COCC1.CO.O>[C:1]([O:5][C:6]([NH:8][C@@H:9]([C:27]1[CH:32]=[CH:31][CH:30]=[CH:29][CH:28]=1)[C:10]1[CH:11]=[C:12]([CH:24]=[CH:25][CH:26]=1)[O:13][CH2:14][C:15]1[O:16][CH:17]=[C:18]([C:20]([OH:22])=[O:21])[N:19]=1)=[O:7])([CH3:4])([CH3:2])[CH3:3] |f:1.2.3|. Reported procedure: To a stirred solution of methyl 2-[[3-[(S)-(tert-butoxycarbonylamino)-phenyl-methyl]phenoxy]methyl]oxazole-4-carboxylate (0.8 g, 1.825 mmol) in THF (9.2 mL) and methanol (9.2 mL) was added a solution of lithium hydroxide monohydrate (153.1 mg, 3.65 mmol) in water (3.6 mL). The reaction was stirred at room temperature for 18 h. The majority of the solvent was removed in vacuo. The residue was diluted with water (50 mL) and cooled to 0° C. 2N aqueous HCl (1.82 mL) was added dropwise. The reaction ... Reactants: intermediate 27, C(C1=CC=CC=C1)OC1=C(N=C2C(OCCN2C1=O)(C)C)C(=O)O (3-(benzyloxy)-9,9-dimethyl-4-oxo-4,6,7,9-tetrahydropyrimido-[2,1-c][1,4]oxazine-2-carboxylic acid), intermediate 87, FC1=C(C=CC(=C1)N1N=C(N=C1)C)CN ((2-fluoro-4-(3-methyl-1H-1,2,4-triazol-1-yl)phenyl)methanamine). Yields the product FC1=C(CNC(=O)C=2N=C3C(OCCN3C(C2OCC2=CC=CC=C2)=O)(C)C)C=CC(=C1)N1N=C(N=C1)C (N-(2-Fluoro-4-(3-methyl-1H-1,2,4-triazol-1-yl)benzyl)-3-(benzyloxy)-9,9-dimethyl-4-oxo-4,6,7,9-tetrahydropyrimido[2,1-c][1,4]oxazine-2-carboxamide). Reaction SMILES: [CH2:1]([O:8][C:9]1[C:18](=[O:19])[N:17]2[C:12]([C:13]([CH3:21])([CH3:20])[O:14][CH2:15][CH2:16]2)=[N:11][C:10]=1[C:22]([OH:24])=O)[C:2]1[CH:7]=[CH:6][CH:5]=[CH:4][CH:3]=1.[F:25][C:26]1[CH:31]=[C:30]([N:32]2[CH:36]=[N:35][C:34]([CH3:37])=[N:33]2)[CH:29]=[CH:28][C:27]=1[CH2:38][NH2:39]>>[F:25][C:26]1[CH:31]=[C:30]([N:32]2[CH:36]=[N:35][C:34]([CH3:37])=[N:33]2)[CH:29]=[CH:28][C:27]=1[CH2:38][NH:39][C:22]([C:10]1[N:11]=[C:12]2[N:17]([C:18](=[O:19])[C:9]=1[O:8][CH2:1][C:2]1[CH:7]=[CH:6][CH:5]=[CH:4][CH:3]=1)[CH2:16][CH2:15][O:14][C:13]2([CH3:20])[CH3:21])=[O:24]. Reported procedure: The title compound can be prepared from intermediate 27, 3-(benzyloxy)-9,9-dimethyl-4-oxo-4,6,7,9-tetrahydropyrimido-[2,1-c][1,4]oxazine-2-carboxylic acid and intermediate 87, (2-fluoro-4-(3-methyl-1H-1,2,4-triazol-1-yl)phenyl)methanamine. White crystals; mp 183–185° C. (ethyl acetate). 1HNMR 400 MHz (CDCl3) δ (ppm): 1.65 (6H, s, 2×CH3), 2.52 (3H, s, CH3), 4.05 (4H, m, 2×CH2), 4.64 (2H, d, J=6.1 Hz, NCH2), 5.33 (2H, s, OCH2), 7.29–7.55 (8H, m, aromatics), 7.84 (1H, broad t, NH), 8.45 (1H, s, CH)... Starting materials: NC=1C=C(C=CC1)S(=O)(=O)NC1=C(C(=NO1)C)Br (3-Amino-N-(4-bromo-3-methyl-5-isoxazolyl)benzenesulfonamide), NC1=C(C=CC=C1)S(=O)(=O)NC1=C(C(=NO1)C)Br (2-amino-N-(4-bromo-3-methyl-5-isoxazolyl)benzenesulfonamide), [N+](=O)([O-])C1=C(C=CC=C1)S(=O)(=O)NC1=C(C(=NO1)C)Br (nitro-N-(4-bromo-3-methyl-5-isoxazolyl)benzenesulfonamide). The product is COC1=C(C=C(C=C1)OC)S(=O)(=O)NC1=C(C(=NO1)C)Br (2,5-dimethoxy-N-(4-bromo-3-methyl-5-isoxazolyl)benzenesulfonamide). RXN SMILES: N[C:2]1[CH:3]=[C:4]([S:8]([NH:11][C:12]2[O:16][N:15]=[C:14]([CH3:17])[C:13]=2[Br:18])(=[O:10])=[O:9])[CH:5]=[CH:6][CH:7]=1.NC1C=CC=CC=1S(N[C:30]1[O:34]N=C(C)C=1Br)(=O)=O.[N+](C1C=CC=CC=1S(N[C:50]1[O:54]N=C(C)C=1Br)(=O)=O)([O-])=O>>[CH3:50][O:54][C:5]1[CH:6]=[CH:7][C:2]([O:34][CH3:30])=[CH:3][C:4]=1[S:8]([NH:11][C:12]1[O:16][N:15]=[C:14]([CH3:17])[C:13]=1[Br:18])(=[O:10])=[O:9]. Procedure details: 3-Amino-N-(4-bromo-3-methyl-5-isoxazolyl)benzenesulfonamide and 2-amino-N-(4-bromo-3-methyl-5-isoxazolyl)benzenesulfonamide can be prepared by hydrogenation of corresponding nitro-N-(4-bromo-3-methyl-5-isoxazolyl)benzenesulfonamide, which is prepared as described above. Reactants: N1=CN=C(C2=C1SC1=C2CCNC1)NC=1C=C(C=CC1)O (3-(5,6,7,8-Tetrahydropyrido[4′,3′:4,5]thieno[2,3-d]pyrimidin-4-ylamino)phenol), Cl.CN(C/C=C/C(=O)O)C(C)C ((2E)-4-[methyl(1-methylethyl)amino]but-2-enoic acid hydrochloride). Product: CN(C/C=C/C(=O)N1CC2=C(C3=C(N=CN=C3NC=3C=C(C=CC3)O)S2)CC1)C(C)C (3-[(7-{(2E)-4-[Methyl(1-methylethyl)amino]but-2-enoyl}-5,6,7,8-tetrahydropyrido[4′,3′:4,5]thieno[2,3-d]pyrimidin-4-yl)amino]phenol). Reaction SMILES: [N:1]1[C:6]2[S:7][C:8]3[CH2:13][NH:12][CH2:11][CH2:10][C:9]=3[C:5]=2[C:4]([NH:14][C:15]2[CH:16]=[C:17]([OH:21])[CH:18]=[CH:19][CH:20]=2)=[N:3][CH:2]=1.Cl.[CH3:23][N:24]([CH:31]([CH3:33])[CH3:32])[CH2:25]/[CH:26]=[CH:27]/[C:28](O)=[O:29]>>[CH3:23][N:24]([CH:31]([CH3:33])[CH3:32])[CH2:25]/[CH:26]=[CH:27]/[C:28]([N:12]1[CH2:11][CH2:10][C:9]2[C:5]3[C:4]([NH:14][C:15]4[CH:16]=[C:17]([OH:21])[CH:18]=[CH:19][CH:20]=4)=[N:3][CH:2]=[N:1][C:6]=3[S:7][C:8]=2[CH2:13]1)=[O:29] |f:1.2|. Procedure details: In analogy to Example 89, the title compound was prepared from 3-(5,6,7,8-tetrahydropyrido[4′,3′:4,5]thieno[2,3-d]pyrimidin-4-ylamino)phenol from Example 16A (100 mg, 0.25 mmol) and (2E)-4-[methyl(1-methylethyl)amino]but-2-enoic acid hydrochloride from Example 2A (68 mg, 0.35 mmol) to yield 35 mg (31%). Yields the product COc1cc(C)ccc1Cl. RXN SMILES: [CH3:12][I:13].[CH3:14][OH:15].[Cl:1][c:2]1[c:3]([OH:9])[cH:4][c:5]([CH3:8])[cH:6][cH:7]1.[Na+:11].[OH-:10]>>[Cl:1][c:2]1[c:3]([O:9][CH3:12])[cH:4][c:5]([CH3:8])[cH:6][cH:7]1. Reactants: CI, CO, Cc1ccc(Cl)c(O)c1, [Na+], [OH-].